From a dataset of the Open Reaction Database (ORD), a public repository of structured organic reaction records. describe an organic reaction: reactants, conditions, products, and yield The reactants are C(C)(=O)OC(C)=O (acetic anhydride), C1(=CC=CC=C1)C[C@@H](C(=O)O)O ((S)-3-phenyllactic acid), S(O)(O)(=O)=O (sulfuric acid), solution, C(C)OCC (diethyl ether). The yield is 94.1%. As a reaction SMILES: [C:1]1([CH2:7][C@H:8]([OH:12])[C:9]([OH:11])=[O:10])[CH:6]=[CH:5][CH:4]=[CH:3][CH:2]=1.S(=O)(=O)(O)O.[C:18](OC(=O)C)(=[O:20])[CH3:19].C(OCC)C>C(O)(=O)C>[C:1]1([CH2:7][C@H:8]([O:12][C:18](=[O:20])[CH3:19])[C:9]([OH:11])=[O:10])[CH:6]=[CH:5][CH:4]=[CH:3][CH:2]=1. Reaction conditions: temperature 90 celsius, time 45 minute. The solvent is C(C)(=O)O (acetic acid). Reported procedure: Mix (S)-3-phenyllactic acid (11.17 g, 67.2 mmol) and sulfuric acid (0.3 mL of a 10% solution in acetic acid). Add acetic anhydride (6.34 mL, 67.2 mmol) over 10 minutes. Warm to 90° C. with stirring for 45 minutes. Allow to cool, pour into diethyl ether and wash with water three times. Separate the organic phase, dry (MgSO4) and concentrate in vacuo to yield 13.16 g (94%) (S)-3-phenyl-2-acetyloxypropionic acid as a white oil. The product is C1(=CC=CC=C1)C[C@@H](C(=O)O)OC(C)=O ((S)-3-phenyl-2-acetyloxypropionic acid). Starting materials: C1CCOC1.O (THF water), [BH4-].[Na+] (NaBH4), BrC1=CC(=C(C=C1)OCC=C(C)C)C(C)(C)C (4-bromo-2-tert-butyl-1-(3-methyl-2-butenyloxy)benzene). Reagents/catalysts: [Hg](OC(=O)C)OC(=O)C (Hg(OAc)2). Solvent: [OH-].[Na+] (NaOH), [OH-].[Na+] (NaOH), C1CCOC1 (THF), hexanes. Conditions: time 4 hour. The product is BrC1=CC(=C(C=C1)OCCC(C)(C)O)C(C)(C)C (4-Bromo-2-tert-butyl-1-(3-hydroxy-3-methylbutoxy)benzene). Yield: 67.0%. As a reaction SMILES: [Br:1][C:2]1[CH:7]=[CH:6][C:5]([O:8][CH2:9][CH:10]=[C:11]([CH3:13])[CH3:12])=[C:4]([C:14]([CH3:17])([CH3:16])[CH3:15])[CH:3]=1.[BH4-].[Na+].C1C[O:23]CC1.O>C1COCC1.[OH-].[Na+].[Hg](OC(C)=O)OC(C)=O>[Br:1][C:2]1[CH:7]=[CH:6][C:5]([O:8][CH2:9][CH2:10][C:11]([OH:23])([CH3:12])[CH3:13])=[C:4]([C:14]([CH3:17])([CH3:16])[CH3:15])[CH:3]=1 |f:1.2,3.4,6.7|. Procedure: To a yellow suspension of Hg(OAc)2 (6.36 g, 19.94 mmol, 1.0 equiv) in THF/water (25 mL/ 30 mL) is added 4-bromo-2-tert-butyl-1-(3-methyl-2-butenyloxy)benzene (5.93 g, 19.94 mmol) in THF (5 mL) dropwise and stirred at room temperature for 4 h. To the resulting pale yellow solution is added NaOH (15 mL, 3M) followed by NaBH4 (0.75 g, 19.94 mmol, 1.0 equiv) in NaOH (5 mL, 3M). The resulting ash colored suspension is stirred at room temperature for 30 min, diluted with hexanes, and washed with water...